From a dataset of the Open Reaction Database (ORD), a public repository of structured organic reaction records. describe an organic reaction: reactants, conditions, products, and yield Starting materials: O (water), aqueous solution, C([O-])([O-])=O.[K+].[K+] (potassium carbonate), C(C)(=O)OCCC1=CC2=C(CCC3CC(N(N=C23)C2=CC=C(C=C2)C)=O)S1 (8-(2-acetoxyethyl) -4,4a, 5,6-tetrahydro-2-(4-methylphenyl)thieno-[2,3-h]cinnolin-3(2H)-one). The solvent is CO (methanol). Product: OCCC1=CC2=C(CCC3CC(N(N=C23)C2=CC=C(C=C2)C)=O)S1 (4,4a,5,6-tetrahydro-8-(2-hydroxy-ethyl)-2-(4-methylphenyl)thieno-[2,3-h]cinnolin-3(2H)-one). The yield is 97.4%. Reaction SMILES: C([O:4][CH2:5][CH2:6][C:7]1[S:27][C:10]2[CH2:11][CH2:12][CH:13]3[C:18]([C:9]=2[CH:8]=1)=[N:17][N:16]([C:19]1[CH:24]=[CH:23][C:22]([CH3:25])=[CH:21][CH:20]=1)[C:15](=[O:26])[CH2:14]3)(=O)C.C(=O)([O-])[O-].[K+].[K+].O>CO>[OH:4][CH2:5][CH2:6][C:7]1[S:27][C:10]2[CH2:11][CH2:12][CH:13]3[C:18]([C:9]=2[CH:8]=1)=[N:17][N:16]([C:19]1[CH:20]=[CH:21][C:22]([CH3:25])=[CH:23][CH:24]=1)[C:15](=[O:26])[CH2:14]3 |f:1.2.3|. Procedure details: To a suspension of 1.5 g of 8-(2-acetoxyethyl) -4,4a, 5,6-tetrahydro-2-(4-methylphenyl)thieno-[2,3-h]cinnolin-3(2H)-one in 50 ml of methanol was added 5 ml of aqueous solution of 0.7 g of potassium carbonate under ice-cooling. The mixture was stirred for an hour, and poured into water and then extracted with ethyl acetate. The extract was washed with brine, dried over anhydrous magnesium sulfate and concentrated in vacuo. The resulting solid was recrystallized from a mixed solvent of chloroform ... The reactants are C(C)(=O)OCC (ethyl acetate), C(#N)CC(=O)NC1=CC(=CC=C1)F (2-cyano-N-(3-fluorophenyl)acetamide), CO/C=C/C(C)=O ((3E)-4-methoxybut-3-en-2-one), N12CCN(CC1)CC2 (1,4-diazabicyclo[2.2.2]octane). Run in COCCOCCO (2-(2-methoxyethoxy)ethanol), O (water). Product: FC=1C=C(C=CC1)N1C(C(=CC=C1C)C#N)=O (1-(3-fluorophenyl)-6-methyl-2-oxo-1,2-dihydropyridine-3-carbonitrile). Isolated yield 30.8%. As a reaction SMILES: [C:1]([CH2:3][C:4]([NH:6][C:7]1[CH:12]=[CH:11][CH:10]=[C:9]([F:13])[CH:8]=1)=[O:5])#[N:2].CO/[CH:16]=[CH:17]/[C:18](=O)[CH3:19].N12CCN(CC1)CC2.C(OCC)(=O)C>COCCOCCO.O>[F:13][C:9]1[CH:8]=[C:7]([N:6]2[C:18]([CH3:19])=[CH:17][CH:16]=[C:3]([C:1]#[N:2])[C:4]2=[O:5])[CH:12]=[CH:11][CH:10]=1. Procedure: A solution (50 mL) of 2-cyano-N-(3-fluorophenyl)acetamide (6.60 g, 37.0 mmol), (3E)-4-methoxybut-3-en-2-one (5.60 g, 56.0 mmol) and 1,4-diazabicyclo[2.2.2]octane (6.20 g, 56.0 mmol) in 2-(2-methoxyethoxy)ethanol was stirred at 120° C. for 12 hr. The reaction solution was divided into two layers with ethyl acetate and water and subjected to extraction (3 times) with ethyl acetate. The organic layer was washed with water and saturated brine, dried over anhydrous magnesium sulfate and filtered. The... The reactants are C1(=CC=CC=C1)C=1NC2=CC=CC=C2C1 (2-phenyl-1H-indole), [Cl-].ClC1=C(C=[N+]2CCCCC2)C=CC=C1 (1-(2-chloro-benzylidene)-piperidinium chloride). Yields the product ClC1=C(C=CC=C1)C(C1=C(NC2=CC=CC=C12)C1=CC=CC=C1)N1CCCCC1 (3-[(2-Chlorophenyl)-piperidin-1-yl-methyl]-2-phenyl-1H-indole). RXN SMILES: [C:1]1([C:7]2[NH:8][C:9]3[C:14]([CH:15]=2)=[CH:13][CH:12]=[CH:11][CH:10]=3)[CH:6]=[CH:5][CH:4]=[CH:3][CH:2]=1.[Cl-].[Cl:17][C:18]1[CH:30]=[CH:29][CH:28]=[CH:27][C:19]=1[CH:20]=[N+:21]1[CH2:26][CH2:25][CH2:24][CH2:23][CH2:22]1>>[Cl:17][C:18]1[CH:30]=[CH:29][CH:28]=[CH:27][C:19]=1[CH:20]([N:21]1[CH2:26][CH2:25][CH2:24][CH2:23][CH2:22]1)[C:15]1[C:14]2[C:9](=[CH:10][CH:11]=[CH:12][CH:13]=2)[NH:8][C:7]=1[C:1]1[CH:6]=[CH:5][CH:4]=[CH:3][CH:2]=1 |f:1.2|. Procedure: The preparation was carried out in accordance with general synthesis instructions 4 from 2-phenyl-1H-indole and 1-(2-chloro-benzylidene)-piperidinium chloride, which had been prepared in accordance with example 26. Starting materials: CCO, CCOC(=O)CCC(=O)c1ccc([N+](=O)[O-])cc1. Yields the product CCOC(=O)CCC(=O)c1ccc(N)cc1. Reaction SMILES: [CH3:19][CH2:20][OH:21].[N+:1]([O-:2])(=[O:3])[c:4]1[cH:5][cH:6][c:7]([C:10]([CH2:11][CH2:12][C:13](=[O:14])[O:15][CH2:16][CH3:17])=[O:18])[cH:8][cH:9]1>>[NH2:1][c:4]1[cH:5][cH:6][c:7]([C:10]([CH2:11][CH2:12][C:13](=[O:14])[O:15][CH2:16][CH3:17])=[O:18])[cH:8][cH:9]1. The reactants are COC(CCC1=NC(=NO1)C1=CC=C(C=C1)S(=O)(=O)N1CCC(CC1)CNC[C@H](C1=CC(=C(C=C1)O)NS(=O)(=O)C)O)=O (3-(3-{4-[(4-{[((2S)-2-hydroxy-2-{4-hydroxy-3-[(methyl-sulfonyl)-amino]-phenyl}ethyl)amino]methyl}-1-piperidinyl)sulfonyl]-phenyl}-1,2,4-oxadiazol-5-yl)propanoic acid methyl ester), Cl (HCl). Solvent: CO (methanol), [OH-].[Na+] (NaOH). The product is O[C@H](CNCC1CCN(CC1)S(=O)(=O)C1=CC=C(C=C1)C1=NOC(=N1)CCC(=O)O)C1=CC(=C(C=C1)O)NS(=O)(=O)C (3-(3-{4-[(4-{[((2S)-2-Hydroxy-2-{4-hydroxy-3-[(methylsulfonyl)amino]-phenyl}ethyl)amino]methyl}-1-piperidinyl)sulfonyl]phenyl}-1,2,4-oxadiazol-5-yl)propanoic Acid). Isolated yield 58.8%. As a reaction SMILES: C[O:2][C:3](=[O:43])[CH2:4][CH2:5][C:6]1[O:10][N:9]=[C:8]([C:11]2[CH:16]=[CH:15][C:14]([S:17]([N:20]3[CH2:25][CH2:24][CH:23]([CH2:26][NH:27][CH2:28][C@@H:29]([OH:42])[C:30]4[CH:35]=[CH:34][C:33]([OH:36])=[C:32]([NH:37][S:38]([CH3:41])(=[O:40])=[O:39])[CH:31]=4)[CH2:22][CH2:21]3)(=[O:19])=[O:18])=[CH:13][CH:12]=2)[N:7]=1.Cl>CO.[OH-].[Na+]>[OH:42][C@@H:29]([C:30]1[CH:35]=[CH:34][C:33]([OH:36])=[C:32]([NH:37][S:38]([CH3:41])(=[O:39])=[O:40])[CH:31]=1)[CH2:28][NH:27][CH2:26][CH:23]1[CH2:22][CH2:21][N:20]([S:17]([C:14]2[CH:15]=[CH:16][C:11]([C:8]3[N:7]=[C:6]([CH2:5][CH2:4][C:3]([OH:43])=[O:2])[O:10][N:9]=3)=[CH:12][CH:13]=2)(=[O:18])=[O:19])[CH2:25][CH2:24]1 |f:3.4|. Procedure details: A solution of 3-(3-{4-[(4-{[((2S)-2-hydroxy-2-{4-hydroxy-3-[(methyl-sulfonyl)-amino]-phenyl}ethyl)amino]methyl}-1-piperidinyl)sulfonyl]-phenyl}-1,2,4-oxadiazol-5-yl)propanoic acid methyl ester (0.150 g, 0.24 mmol) in 15 ml of methanol and 0.470 ml of 1N NaOH was heated at reflux for 14 hours. To the reaction mixture was added 0.470 ml of 1N HCl . The solvent was removed in vacuo and the resulting solid was triturated with water, then with ethyl acetate to give the final product (0.088 g) as a wh... Reactants: CNCCN(C)Cc1ccccc1, CCO, O=C1c2ccccc2C(=O)C2OC12. The product is CN(CCN(C)C1=C(O)C(=O)c2ccccc2C1=O)Cc1ccccc1. RXN SMILES: [CH2:14]([c:15]1[cH:16][cH:17][cH:18][cH:19][cH:20]1)[N:21]([CH2:22][CH2:23][NH:24][CH3:25])[CH3:26].[CH3:27][CH2:28][OH:29].[O:1]1[CH:2]2[C:3](=[O:13])[c:4]3[cH:5][cH:6][cH:7][cH:8][c:9]3[C:10](=[O:12])[CH:11]12>>[OH:1][C:11]1=[C:2]([N:24]([CH2:23][CH2:22][N:21]([CH2:14][c:15]2[cH:16][cH:17][cH:18][cH:19][cH:20]2)[CH3:26])[CH3:25])[C:3](=[O:13])[c:4]2[cH:5][cH:6][cH:7][cH:8][c:9]2[C:10]1=[O:12]. The reactants are FC1=NC=CC=C1CO ((2-fluoro-pyridin-3-yl)methanol), N1CCNCC1 (piperazine), C(C)(C)N(C(C)C)CC (N,N-diisopropylethylamine). The product is N1(CCNCC1)C1=NC=CC=C1CO ((2-Piperazin-1-ylpyridin-3-yl)methanol). Reaction SMILES: F[C:2]1[C:7]([CH2:8][OH:9])=[CH:6][CH:5]=[CH:4][N:3]=1.[NH:10]1[CH2:15][CH2:14][NH:13][CH2:12][CH2:11]1.C(N(CC)C(C)C)(C)C>>[N:10]1([C:2]2[C:7]([CH2:8][OH:9])=[CH:6][CH:5]=[CH:4][N:3]=2)[CH2:15][CH2:14][NH:13][CH2:12][CH2:11]1. Procedure details: A mixture of (2-fluoro-pyridin-3-yl)methanol (1 g, 8 mmol, Asymchem), piperazine (1.3 g, 15 mmol) and N,N-diisopropylethylamine (1 mL, 5.8 mmol, Aldrich) was reacted under the conditions of Example 43a to give the title compound as a white solid. MS (ESI, pos. ion) m/z: 194 (M+1). Conditions: time 30 minute. Yields the product C(C)(C)(C)OC(=O)NC1=CC=CC2=CC=C(C=C12)OCOCCOC (1-(tert-Butoxycarbonylamino)-7-[(2-methoxyethoxy)methoxy]naphthalene). Starting materials: C(C)(C)(C)OC(=O)NC=1C=CC=C2C=CC(=CC12)O (8-(tert-butoxycarbonylamino)-2-naphthol), COCCOCCl (2-methoxyethoxymethyl chloride), [H-].[Na+] (NaH), oil, [NH4+].[Cl-] (NH4Cl). Reported procedure: To a solution of 8-(tert-butoxycarbonylamino)-2-naphthol, as described in Example 6, Step A, (1.80 g, 6.94 mmol) in dry THF (50 mL), at 0° C., under argon, was added NaH (305 mg of a 60% oil dispersion, 7.64 mmol). The resulting mixture was stirred for 30 min, then 2-methoxyethoxymethyl chloride (0.95 mL, 8.33 mmol) was added. The mixture was allowed to warm slowly and then stirred at ambient temperature for 18 hrs. The reaction mixture was poured into saturated aqueous NH4Cl (100 mL) and CH2Cl2... The solvent is C(Cl)Cl (CH2Cl2), C1CCOC1 (THF). Reaction SMILES: [C:1]([O:5][C:6]([NH:8][C:9]1[CH:10]=[CH:11][CH:12]=[C:13]2[C:18]=1[CH:17]=[C:16]([OH:19])[CH:15]=[CH:14]2)=[O:7])([CH3:4])([CH3:3])[CH3:2].[H-].[Na+].[CH3:22][O:23][CH2:24][CH2:25][O:26][CH2:27]Cl.[NH4+].[Cl-]>C1COCC1.C(Cl)Cl>[C:1]([O:5][C:6]([NH:8][C:9]1[C:18]2[C:13](=[CH:14][CH:15]=[C:16]([O:19][CH2:22][O:23][CH2:24][CH2:25][O:26][CH3:27])[CH:17]=2)[CH:12]=[CH:11][CH:10]=1)=[O:7])([CH3:4])([CH3:2])[CH3:3] |f:1.2,4.5|. Reactants: [Br-], CCOC(C)=O, Cc1nn(C)c(NCC(C)(C)C)c1N=O, [K+]. RXN SMILES: [Br-:16].[CH3:18][CH2:19][O:20][C:21]([CH3:22])=[O:23].[CH3:1][n:2]1[n:3][c:4]([CH3:15])[c:5]([N:13]=[O:14])[c:6]1[NH:7][CH2:8][C:9]([CH3:10])([CH3:11])[CH3:12].[K+:17]>>[CH3:1][n:2]1[n:3][c:4]([CH3:15])[c:5]([NH2:13])[c:6]1[NH:7][CH2:8][C:9]([CH3:10])([CH3:11])[CH3:12]. Product: Cc1nn(C)c(NCC(C)(C)C)c1N.